From a dataset of the Open Reaction Database (ORD), a public repository of structured organic reaction records. describe an organic reaction: reactants, conditions, products, and yield Starting materials: FC(F)(F)c1ccc2nc(Cl)[nH]c2c1, CC1CN(c2ncc(CO)cc2Cl)CCN1, C1COCCO1. Product: CC1CN(c2ncc(CO)cc2Cl)CCN1c1nc2cc(C(F)(F)F)ccc2[nH]1. RXN SMILES: [Cl:17][c:18]1[n:19][c:20]2[c:21]([nH:22]1)[cH:23][c:24]([C:27]([F:28])([F:29])[F:30])[cH:25][cH:26]2.[Cl:1][c:2]1[cH:3][c:4]([CH2:15][OH:16])[cH:5][n:6][c:7]1[N:8]1[CH2:9][CH:10]([CH3:14])[NH:11][CH2:12][CH2:13]1.[O:31]1[CH2:32][CH2:33][O:34][CH2:35][CH2:36]1>>[Cl:1][c:2]1[cH:3][c:4]([CH2:15][OH:16])[cH:5][n:6][c:7]1[N:8]1[CH2:9][CH:10]([CH3:14])[N:11]([c:18]2[nH:19][c:20]3[c:21]([n:22]2)[cH:23][c:24]([C:27]([F:28])([F:29])[F:30])[cH:25][cH:26]3)[CH2:12][CH2:13]1. The reactants are C(C)(=O)C1=C(OC2=C1C=CC=C2OC)C2=CC=C(C=C2)OC (3-acetyl-7-methoxy-2-(4'-methoxy phenyl) benzofurane), [BH4-].[Na+] (sodium borohydride). Solvent: CO (methanol), CO (methanol). Yields the product OC(C)C1=C(OC2=C1C=CC=C2OC)C2=CC=C(C=C2)OC (3-(α-hydroxy ethyl)-7-methoxy-2-(4'-methoxy phenyl) benzofurane). Isolated yield 71.5%. As a reaction SMILES: [C:1]([C:4]1[C:8]2[CH:9]=[CH:10][CH:11]=[C:12]([O:13][CH3:14])[C:7]=2[O:6][C:5]=1[C:15]1[CH:20]=[CH:19][C:18]([O:21][CH3:22])=[CH:17][CH:16]=1)(=[O:3])[CH3:2].[BH4-].[Na+]>CO>[OH:3][CH:1]([C:4]1[C:8]2[CH:9]=[CH:10][CH:11]=[C:12]([O:13][CH3:14])[C:7]=2[O:6][C:5]=1[C:15]1[CH:16]=[CH:17][C:18]([O:21][CH3:22])=[CH:19][CH:20]=1)[CH3:2] |f:1.2|. Reported procedure: To a solution containing 75 g of 3-acetyl-7 -methoxy-2-(4'-methoxy phenyl) benzofurane (III bis) in 400 cc of methanol there is slowly added a solution containing 17.5 g of sodium borohydride in 200 cc of methanol. The resulting mixture is heated at reflux, with agitation, for 5 hours. The solvent is removed and the residue is then taken up in 200 cm3 of water, with agitation. The precipitate which forms is then separated by filtration, washed thoroughly with water, and crystallized in alcohol, ... Reactants: CN(C)c1ccncc1, O=C(Cl)Oc1ccc([N+](=O)[O-])cc1, ClCCl, COC(=O)C1=C(C)N=C(OC)NC1c1ccc(F)c(F)c1. Product: COC(=O)C1=C(C)N=C(OC)N(C(=O)Oc2ccc([N+](=O)[O-])cc2)C1c1ccc(F)c(F)c1. RXN SMILES: [CH3:35][N:36]([CH3:37])[c:38]1[cH:39][cH:40][n:41][cH:42][cH:43]1.[Cl:1][C:2](=[O:3])[O:4][c:5]1[cH:6][cH:7][c:8]([N+:11](=[O:12])[O-:13])[cH:9][cH:10]1.[Cl:44][CH2:45][Cl:46].[F:14][c:15]1[cH:16][c:17]([CH:22]2[C:23]([C:31](=[O:32])[O:33][CH3:34])=[C:24]([CH3:30])[N:25]=[C:26]([O:28][CH3:29])[NH:27]2)[cH:18][cH:19][c:20]1[F:21]>>[C:2](=[O:3])([O:4][c:5]1[cH:6][cH:7][c:8]([N+:11](=[O:12])[O-:13])[cH:9][cH:10]1)[N:27]1[CH:22]([c:17]2[cH:16][c:15]([F:14])[c:20]([F:21])[cH:19][cH:18]2)[C:23]([C:31](=[O:32])[O:33][CH3:34])=[C:24]([CH3:30])[N:25]=[C:26]1[O:28][CH3:29]. Run in CN1CCCC1=O (NMP). Reaction conditions: temperature 25 celsius, time 18 hour. The reactants are C([C@@H](C(OCC)=O)N)CC(OCC)=O.Cl, c12c(NC[C@@H](C1)CCc1sc(cc1C)C(O)=O)nc([nH]c2=O)N. Reagents/catalysts: CN1CCOCC1 (NMM), c1ccc(cc1)-c2c3ccccc3cc4ccccc24 (9-Phenylanthracene), C1CCN(C1)[P+](N2CCCC2)(N3CCCC3)Br.F[P-](F)(F)(F)(F)F   (PyBrBOP.PF6). Product: CCOC(=O)CC[C@H](NC(=O)c1cc(C)c(CC[C@H]2CNC3=C(C2)C(=O)NC(=N3)N)s1)C(=O)OCC. Reaction SMILES: [CH3:1][c:2]1[c:6]([CH2:7][CH2:8][C@@H:9]2[CH2:14][C:13]3=[C:12]([N:19]=[C:18]([NH2:20])[NH:17][C:15]3=[O:16])[NH:11][CH2:10]2)[s:5][c:4]([C:21](O)=[O:22])[cH:3]1.Cl.[CH3:23][CH2:24][O:25][C:26]([CH2:28][CH2:29][C@@H:30]([C:32]([O:34][CH2:35][CH3:36])=[O:33])[NH2:31])=[O:27]>>[CH3:23][CH2:24][O:25][C:26]([CH2:28][CH2:29][C@@H:30]([C:32]([O:34][CH2:35][CH3:36])=[O:33])[NH:31][C:21]([c:4]1[s:5][c:6]([CH2:7][CH2:8][C@@H:9]2[CH2:14][C:13]3=[C:12]([N:19]=[C:18]([NH2:20])[NH:17][C:15]3=[O:16])[NH:11][CH2:10]2)[c:2]([CH3:1])[cH:3]1)=[O:22])=[O:27]. The reactants are COC1=C2COC(=O)C2=CC(=C1)OC (4,6-dimethoxy-phthalide), C(C1=CC=CC=C1)OC=1C=CC(=C(C=O)C1)[N+](=O)[O-] (5-benzyloxy-2-nitro-benzaldehyde). The product is C(C1=CC=CC=C1)OC1=CC=2C3=C(NC2C=C1)C1=CC(=CC(=C1C3=O)OC)OC (8-Benzyloxy-1,3-dimethoxy-indeno[1,2-b]indol-10(5H)-one), C(C1=CC=CC=C1)OC1=CC=2C3=C(NC2C=C1)C1=C(C=C(C=C1C3=O)OC)OC (8-benzyloxy-2,4-dimethoxy-indeno[1,2-b]indol-10(5H)-one). As a reaction SMILES: [CH3:1][O:2][C:3]1[CH:12]=[C:11]([O:13][CH3:14])[CH:10]=[C:9]2[C:4]=1[CH2:5][O:6][C:7]2=[O:8].[CH2:15]([O:22][C:23]1[CH:24]=[CH:25][C:26]([N+:31]([O-])=O)=[C:27]([CH:30]=1)[CH:28]=O)[C:16]1[CH:21]=[CH:20][CH:19]=[CH:18][CH:17]=1>>[CH2:15]([O:22][C:23]1[CH:24]=[CH:25][C:26]2[NH:31][C:7]3[C:9]4[C:4]([C:5](=[O:6])[C:28]=3[C:27]=2[CH:30]=1)=[C:3]([O:2][CH3:1])[CH:12]=[C:11]([O:13][CH3:14])[CH:10]=4)[C:16]1[CH:17]=[CH:18][CH:19]=[CH:20][CH:21]=1.[CH2:15]([O:22][C:23]1[CH:24]=[CH:25][C:26]2[NH:31][C:5]3[C:4]4[C:9]([C:7](=[O:8])[C:28]=3[C:27]=2[CH:30]=1)=[CH:10][C:11]([O:13][CH3:14])=[CH:12][C:3]=4[O:2][CH3:1])[C:16]1[CH:17]=[CH:18][CH:19]=[CH:20][CH:21]=1. Procedure details: By proceeding in accordance with the process described in Example 1 starting from 4,6-dimethoxy-phthalide and 5-benzyloxy-2-nitro-benzaldehyde, the expected product is obtained in a mixture with 8-benzyloxy-2,4-dimethoxy-indeno[1,2-b]indol-10(5H)-one. The reactants are Cl.Cl.NC1=CC(=C(C(=O)NCC2CCNCC2)C=C1Cl)OC (4-Amino-5-chloro-2-methoxy-N-(piperidin-4-ylmethyl)benzamide dihydrochloride), C([O-])([O-])=O.[K+].[K+] (potassium carbonate), C(C1=CC=CC=C1)OCCCCCBr (5-benzyloxypentyl bromide). Product: NC1=CC(=C(C(=O)NCC2CCN(CC2)CCCCCOCC2=CC=CC=C2)C=C1Cl)OC (4-amino-N-((1-(5-benzyloxypentyl)piperidin-4-yl)methyl)-5-chloro-2-methoxybenzamide). The yield is 42.8%. Reaction SMILES: Cl.Cl.[NH2:3][C:4]1[C:19]([Cl:20])=[CH:18][C:7]([C:8]([NH:10][CH2:11][CH:12]2[CH2:17][CH2:16][NH:15][CH2:14][CH2:13]2)=[O:9])=[C:6]([O:21][CH3:22])[CH:5]=1.C(=O)([O-])[O-].[K+].[K+].[CH2:29]([O:36][CH2:37][CH2:38][CH2:39][CH2:40][CH2:41]Br)[C:30]1[CH:35]=[CH:34][CH:33]=[CH:32][CH:31]=1>>[NH2:3][C:4]1[C:19]([Cl:20])=[CH:18][C:7]([C:8]([NH:10][CH2:11][CH:12]2[CH2:13][CH2:14][N:15]([CH2:41][CH2:40][CH2:39][CH2:38][CH2:37][O:36][CH2:29][C:30]3[CH:35]=[CH:34][CH:33]=[CH:32][CH:31]=3)[CH2:16][CH2:17]2)=[O:9])=[C:6]([O:21][CH3:22])[CH:5]=1 |f:0.1.2,3.4.5|. Procedure: 4-Amino-5-chloro-2-methoxy-N-(piperidin-4-ylmethyl)benzamide dihydrochloride (1.5 g) as starting compound, potassium carbonate (2.8 g) and 5-benzyloxypentyl bromide (2.08 g) were reacted and treated in the same manner as in Example 168 to give 0.82 g of 4-amino-N-((1-(5-benzyloxypentyl)piperidin-4-yl)methyl)-5-chloro-2-methoxybenzamide.